From a dataset of the Open Reaction Database (ORD), a public repository of structured organic reaction records. describe an organic reaction: reactants, conditions, products, and yield The reactants are [BH4-], CCCCc1nc(C(=O)CC)c(C#N)n1Cc1ccc(-c2ccccc2C(=O)OC(C)(C)C)cc1, CCO, [Na+]. Reaction SMILES: [BH4-:36].[C:1]([CH3:2])([CH3:3])([CH3:4])[O:5][C:6](=[O:7])[c:8]1[c:9](-[c:14]2[cH:15][cH:16][c:17]([CH2:20][n:21]3[c:22]([CH2:32][CH2:33][CH2:34][CH3:35])[n:23][c:24]([C:28]([CH2:29][CH3:30])=[O:31])[c:25]3[C:26]#[N:27])[cH:18][cH:19]2)[cH:10][cH:11][cH:12][cH:13]1.[CH3:38][CH2:39][OH:40].[Na+:37]>>[C:1]([CH3:2])([CH3:3])([CH3:4])[O:5][C:6](=[O:7])[c:8]1[c:9](-[c:14]2[cH:15][cH:16][c:17]([CH2:20][n:21]3[c:22]([CH2:32][CH2:33][CH2:34][CH3:35])[n:23][c:24]([CH:28]([CH2:29][CH3:30])[OH:31])[c:25]3[C:26]#[N:27])[cH:18][cH:19]2)[cH:10][cH:11][cH:12][cH:13]1. The product is CCCCc1nc(C(O)CC)c(C#N)n1Cc1ccc(-c2ccccc2C(=O)OC(C)(C)C)cc1. The reactants are [OH-].[K+] (KOH), Cl (HCl), C1(=CC=C2C=CC3=CC=CC4=CC=C1C2=C34)C(=O)C3=CC=C(C(=O)OC)C=C3 (4-[(1-Pyrenyl)carbonyl]benzoic acid, methyl ester), [K] (potassium). The solvent is CO (MeOH), C1=CC=CC=C1 (benzene). Product: C1(=CC=C2C=CC3=CC=CC4=CC=C1C2=C34)C(=O)C3=CC=C(C(=O)OOC(C)(C)C)C=C3 (4-[(1-Pyrenyl)carbonyl]-Peroxybenzoic Acid, tert-Butyl Ester). Yield: 142.9%. RXN SMILES: [C:1]1([C:17]([C:19]2[CH:28]=[CH:27][C:22]([C:23]([O:25]C)=[O:24])=[CH:21][CH:20]=2)=[O:18])[C:14]2[C:15]3=[C:16]4[C:11](=[CH:12][CH:13]=2)[CH:10]=[CH:9][CH:8]=[C:7]4[CH:6]=[CH:5][C:4]3=[CH:3][CH:2]=1.[OH-:29].[K+].[K].Cl>C1C=CC=CC=1.CO>[C:1]1([C:17]([C:19]2[CH:20]=[CH:21][C:22]([C:23]([O:25][O:29][C:1]([CH3:17])([CH3:14])[CH3:2])=[O:24])=[CH:27][CH:28]=2)=[O:18])[C:14]2[C:15]3=[C:16]4[C:11](=[CH:12][CH:13]=2)[CH:10]=[CH:9][CH:8]=[C:7]4[CH:6]=[CH:5][C:4]3=[CH:3][CH:2]=1 |f:1.2,^1:30|. Reported procedure: 4-[(1-Pyrenyl)carbonyl]benzoic acid, methyl ester (2.55 g; 7 mmol) was dissolved in 25 ml of benzene. A solution of 354 mg (6.4 mmol) of KOH in 5 ml MeOH was added, and the mixture boiled. Preciptation of the potassium salt occurred. The mixture was extracted with water to give a yellow water layer which was acidified with dilute HCl to give a light yellow precipitate. Filtration gave 1.73 g (5 mmol) of the 4-[(pyrenyl)carbonyl]benzoic acid. The reactants are 139453m, C1(CCC1)C(=O)Cl (cyclobutanecarboxylic acid chloride), N (ammonia), [H-].[Al+3].[Li+].[H-].[H-].[H-] (lithium aluminum hydride), C1(CCC1)C(=O)N (cyclobutanecarboxamide). Solvent: C(C)OCC (ethyl ether). Product: NCC1CCC1 ((Aminomethyl)cyclobutane), C1(CCC1)C(=O)N (Cyclobutanecarboxamide), hydroxide ion. RXN SMILES: [H-].[Al+3].[Li+].[H-].[H-].[H-].[CH:7]1([C:11]([NH2:13])=[O:12])[CH2:10][CH2:9][CH2:8]1.C1(C(Cl)=O)CCC1.N>C(OCC)C>[NH2:13][CH2:11][CH:7]1[CH2:10][CH2:9][CH2:8]1.[CH:7]1([C:11]([NH2:13])=[O:12])[CH2:10][CH2:9][CH2:8]1 |f:0.1.2.3.4.5|. Procedure details: (Aminomethyl)cyclobutane was prepared by lithium aluminum hydride reduction of cyclobutanecarboxamide according to the procedure of Shatkina, T. N.: Reutov, O. A., Dokl. Akad. Nauk. SSSR. (1975) 219:1148 [Chem. Abs. 82: 139453m]. Cyclobutanecarboxamide was prepared as follows: a solution of commercially available cyclobutanecarboxylic acid chloride (10 g) in ethyl ether (500 ml) was stirred at 0° while ammonia gas was introduced, resulting in a white precipitate. This material was collected by f... Reactants: C(C)(C)(C)OC(=O)N1[C@@H]([C@H](CC1)OS(=O)(=O)C)C(=O)N1CCN(CCC1)C1CCC1 ((2S,3S)-2-(4-cyclobutyl-[1,4]diazepane-1-carbonyl)-3-methanesulfonyloxy-pyrrolidine-1-carboxylic acid tert-butyl ester), FC=1C=C(C=CC1)O (3-fluorophenol), C(=O)([O-])[O-].[K+].[K+] (K2CO3). The solvent is CN(C)C=O (DMF). Reaction conditions: temperature 90 celsius. Product: C(C)(C)(C)OC(=O)N1[C@@H]([C@@H](CC1)OC1=CC(=CC=C1)F)C(=O)N1CCN(CCC1)C1CCC1 ((2S,3R)-2-(4-Cyclobutyl-[1,4]diazepane-1-carbonyl)-3-(3-fluoro-phenoxy)-pyrrolidine-1-carboxylic acid tert-butyl ester). The yield is 15.3%. Reaction SMILES: [C:1]([O:5][C:6]([N:8]1[CH2:12][CH2:11][C@H:10]([O:13]S(C)(=O)=O)[C@H:9]1[C:18]([N:20]1[CH2:26][CH2:25][CH2:24][N:23]([CH:27]2[CH2:30][CH2:29][CH2:28]2)[CH2:22][CH2:21]1)=[O:19])=[O:7])([CH3:4])([CH3:3])[CH3:2].[F:31][C:32]1[CH:33]=[C:34](O)[CH:35]=[CH:36][CH:37]=1.C([O-])([O-])=O.[K+].[K+]>CN(C=O)C>[C:1]([O:5][C:6]([N:8]1[CH2:12][CH2:11][C@@H:10]([O:13][C:36]2[CH:35]=[CH:34][CH:33]=[C:32]([F:31])[CH:37]=2)[C@H:9]1[C:18]([N:20]1[CH2:26][CH2:25][CH2:24][N:23]([CH:27]2[CH2:30][CH2:29][CH2:28]2)[CH2:22][CH2:21]1)=[O:19])=[O:7])([CH3:4])([CH3:3])[CH3:2] |f:2.3.4|. Procedure details: A vial containing a mixture of (2S,3S)-2-(4-cyclobutyl-[1,4]diazepane-1-carbonyl)-3-methanesulfonyloxy-pyrrolidine-1-carboxylic acid tert-butyl ester (106.0 mg, 0.24 mmol), 3-fluorophenol (29.3 mg, 0.26 mmol), and K2CO3 (39.5 mg) in DMF (2.5 mL) was capped and heated for 60 h at 90° C. The mixture was cooled to rt and filtered. The filtrate was concentrated and the residue was purified by FCC to afford the title compound (17 mg, 15%). MS (ESI): mass calcd. for C25H36FN3O4, 461.57; m/z found, 462... The reactants are ester, COC(C1=C(C=CC(=C1)C=1SC=C(N1)C1=CC(=C(C=C1)Cl)Cl)Br)=O (2-bromo-5-[4-(3,4-dichloro-phenyl)-thiazol-2-yl]-benzoic acid methyl ester), COC(C1=C(C=CC(=C1)C=1SC=C(N1)C1=CC(=C(C=C1)Cl)Cl)Br)=O (2-bromo-5-[4-(3,4-dichloro-phenyl)-thiazol-2-yl]-benzoic acid methyl ester), ClC1=C(C(=C(C=C1)C)F)B(O)O (2-chloro-6-fluoro-5-methylphenylboronic acid). Product: ClC1=C(C(=C(C=C1)C)F)C=1C(=CC(=CC1)C=1SC=C(N1)C1=CC(=C(C=C1)Cl)Cl)C(=O)O (2′-chloro-4-[4-(3,4-dichloro-phenyl)-thiazol-2-yl]-6′-fluoro-5′-methyl-biphenyl-2-carboxylic acid). The yield is 2.4%. Reaction SMILES: C[O:2][C:3](=[O:24])[C:4]1[CH:9]=[C:8]([C:10]2[S:11][CH:12]=[C:13]([C:15]3[CH:20]=[CH:19][C:18]([Cl:21])=[C:17]([Cl:22])[CH:16]=3)[N:14]=2)[CH:7]=[CH:6][C:5]=1Br.[Cl:25][C:26]1[CH:31]=[CH:30][C:29]([CH3:32])=[C:28]([F:33])[C:27]=1B(O)O>>[Cl:25][C:26]1[CH:31]=[CH:30][C:29]([CH3:32])=[C:28]([F:33])[C:27]=1[C:5]1[C:4]([C:3]([OH:2])=[O:24])=[CH:9][C:8]([C:10]2[S:11][CH:12]=[C:13]([C:15]3[CH:20]=[CH:19][C:18]([Cl:21])=[C:17]([Cl:22])[CH:16]=3)[N:14]=2)=[CH:7][CH:6]=1. Procedure: Using the conditions of General Procedure A for Suzuki Coupling and Hydrolysis in Parallel Mode, 2-bromo-5-[4-(3,4-dichloro-phenyl)-thiazol-2-yl]-benzoic acid methyl ester (which may be prepared as described for Intermediate 6; 111 mg, 0.25 mmol) was reacted with 2-chloro-6-fluoro-5-methylphenylboronic acid (available from Combi-Blocks Inc.; 94 mg, 0.5 mmol). The resulting ester was hydrolyzed and the acid was purified to give 2′-chloro-4-[4-(3,4-dichloro-phenyl)-thiazol-2-yl]-6′-fluoro-5′-methy... Starting materials: C#CC(C)(O)C(OC)OC, [H][H], [Pd], c1ccc2ncccc2c1. Product: C=CC(C)(O)C(OC)OC. Reaction SMILES: [CH3:1][O:2][CH:3]([C:4]([C:5]#[CH:6])([OH:7])[CH3:8])[O:9][CH3:10].[H:21][H:22].[Pd:23].[cH:11]1[cH:12][c:13]2[c:14]([n:15][cH:16][cH:17][cH:18]2)[cH:19][cH:20]1>>[CH3:1][O:2][CH:3]([C:4]([CH:5]=[CH2:6])([OH:7])[CH3:8])[O:9][CH3:10].